Dataset: the Open Reaction Database (ORD), a public repository of structured organic reaction records. Task: describe an organic reaction: reactants, conditions, products, and yield Reactants: [Si](C1=CC=CC=C1)(C1=CC=CC=C1)(C(C)(C)C)OCC(CO)(C)NC(NC1=CC(=C(C=C1)/N=C/N(C)C)C#N)=S ((E)-N′-(4-(3-(1-(tert-butyldiphenylsilyloxy)-3-hydroxy-2-methylpropan-2-yl)thioureido)-2-cyanophenyl)-N,N-dimethylformimidamide), N=1C=NN2C1C=C(C=C2)OC2=C(C=C(C=C2)N)C (4-([1,2,4]triazolo[1,5-a]pyridin-7-yloxy)-3-methylbenzenamine). Yields the product N=1C=NN2C1C=C(C=C2)OC2=C(C=C(C=C2)NC2=NC=NC1=CC=C(C=C21)NC=2OCC(N2)(C)CO[Si](C2=CC=CC=C2)(C2=CC=CC=C2)C(C)(C)C)C (N4-(4-([1,2,4]triazolo[1,5-a]pyridin-7-yloxy)-3-methylphenyl)-N6-(4-((tert-butyldiphenylsilyloxy)methyl)-4-methyl-4,5-dihydrooxazol-2-yl)quinazoline-4,6-diamine). Reaction SMILES: [Si:1]([O:18][CH2:19][C:20]([NH:24][C:25](=S)[NH:26][C:27]1[CH:32]=[CH:31][C:30](/[N:33]=[CH:34]/[N:35](C)C)=[C:29]([C:38]#N)[CH:28]=1)([CH3:23])[CH2:21][OH:22])([C:14]([CH3:17])([CH3:16])[CH3:15])([C:8]1[CH:13]=[CH:12][CH:11]=[CH:10][CH:9]=1)[C:2]1[CH:7]=[CH:6][CH:5]=[CH:4][CH:3]=1.[N:41]1[CH:42]=[N:43][N:44]2[CH:49]=[CH:48][C:47]([O:50][C:51]3[CH:56]=[CH:55][C:54]([NH2:57])=[CH:53][C:52]=3[CH3:58])=[CH:46][C:45]=12>>[N:41]1[CH:42]=[N:43][N:44]2[CH:49]=[CH:48][C:47]([O:50][C:51]3[CH:56]=[CH:55][C:54]([NH:57][C:38]4[C:29]5[C:30](=[CH:31][CH:32]=[C:27]([NH:26][C:25]6[O:22][CH2:21][C:20]([CH2:19][O:18][Si:1]([C:14]([CH3:17])([CH3:16])[CH3:15])([C:8]7[CH:9]=[CH:10][CH:11]=[CH:12][CH:13]=7)[C:2]7[CH:7]=[CH:6][CH:5]=[CH:4][CH:3]=7)([CH3:23])[N:24]=6)[CH:28]=5)[N:33]=[CH:34][N:35]=4)=[CH:53][C:52]=3[CH3:58])=[CH:46][C:45]=12. Reported procedure: Prepared according to the method of Example 1, using (E)-N′-(4-(3-(1-(tert-butyldiphenylsilyloxy)-3-hydroxy-2-methylpropan-2-yl)thioureido)-2-cyanophenyl)-N,N-dimethylformimidamide in place of 1-(3-cyano-4-((dimethylamino)methyleneamino)phenyl)-3-(1-hydroxy-2-methylpropan-2-yl)thiourea and 4-([1,2,4]triazolo[1,5-a]pyridin-7-yloxy)-3-methylbenzenamine in place of 4-(imidazo[1,2-a]pyridin-7-yloxy)-3-methylaniline.